Task: describe an organic reaction: reactants, conditions, products, and yield. Dataset: the Open Reaction Database (ORD), a public repository of structured organic reaction records The reactants are ClC1=CN=C(S1)C1=NC(=NC=C1)NC1=CC(=C(C(=C1)OC)OC)OC ([4-(5-Chloro-thiazol-2-yl)-pyrimidin-2-yl]-(3,4,5-trimethoxy-phenyl)-amine), N1CCNCC1 (piperazine). Solvent: CS(=O)C (dimethylsulfoxide). Conditions: temperature 100 celsius. Yields the product N1(CCNCC1)C1=CN=C(S1)C1=NC(=NC=C1)NC1=CC(=C(C(=C1)OC)OC)OC ([4-(5-piperazin-1-yl-thiazol-2-yl)-pyrimidin-2-yl]-(3,4,5-trimethoxy-phenyl)-amine). Yield: 23.6%. RXN SMILES: Cl[C:2]1[S:6][C:5]([C:7]2[CH:12]=[CH:11][N:10]=[C:9]([NH:13][C:14]3[CH:19]=[C:18]([O:20][CH3:21])[C:17]([O:22][CH3:23])=[C:16]([O:24][CH3:25])[CH:15]=3)[N:8]=2)=[N:4][CH:3]=1.[NH:26]1[CH2:31][CH2:30][NH:29][CH2:28][CH2:27]1>CS(C)=O>[N:26]1([C:2]2[S:6][C:5]([C:7]3[CH:12]=[CH:11][N:10]=[C:9]([NH:13][C:14]4[CH:19]=[C:18]([O:20][CH3:21])[C:17]([O:22][CH3:23])=[C:16]([O:24][CH3:25])[CH:15]=4)[N:8]=3)=[N:4][CH:3]=2)[CH2:31][CH2:30][NH:29][CH2:28][CH2:27]1. Procedure details: To solution of [4-(5-Chloro-thiazol-2-yl)-pyrimidin-2-yl]-(3,4,5-trimethoxy-phenyl)-amine (150 mg) in dimethylsulfoxide (2 ml) was added piperazine (300 mg). The mixture was heated to 100° C. for 5 hours then allowed to cool and concentrated under high vacuum to an oil. The residue was purified by HPLC with 0.1% TFA/water acetonitrile as eluant to afford the sub-titled compound as an yellow solid (40 mg, 25%); IR (solid) 1567, 1504, 1432, 1411 cm−1; 1H NMR (400 Mhz, CDCl3) δ 1.3-1.5 (1H, br s), ...